This data is from the Open Reaction Database (ORD), a public repository of structured organic reaction records. The task is: describe an organic reaction: reactants, conditions, products, and yield The reactants are BrC1=CC=C(C=C1)C(CC(=O)C=1C=CC(NC1)=O)C1=C(C=CC=C1)C (5-[3-(4-bromo-phenyl)-3-o-tolyl-propionyl]-1H-pyridin-2-one), IC (iodomethane), C([O-])([O-])=O.[K+].[K+] (potassium carbonate). Yields the product BrC1=CC=C(C=C1)C(CC(=O)C=1C=CC(N(C1)C)=O)C1=C(C=CC=C1)C (5-[3-(4-Bromo-phenyl)-3-o-tolyl-propionyl]-1-methyl-1H-pyridin-2-one). RXN SMILES: [Br:1][C:2]1[CH:7]=[CH:6][C:5]([CH:8]([C:19]2[CH:24]=[CH:23][CH:22]=[CH:21][C:20]=2[CH3:25])[CH2:9][C:10]([C:12]2[CH:13]=[CH:14][C:15](=[O:18])[NH:16][CH:17]=2)=[O:11])=[CH:4][CH:3]=1.IC.[C:28](=O)([O-])[O-].[K+].[K+]>>[Br:1][C:2]1[CH:3]=[CH:4][C:5]([CH:8]([C:19]2[CH:24]=[CH:23][CH:22]=[CH:21][C:20]=2[CH3:25])[CH2:9][C:10]([C:12]2[CH:13]=[CH:14][C:15](=[O:18])[N:16]([CH3:28])[CH:17]=2)=[O:11])=[CH:6][CH:7]=1 |f:2.3.4|. Procedure details: In analogy to example 161, step 1, 5-[3-(4-bromo-phenyl)-3-o-tolyl-propionyl]-1H-pyridin-2-one was reacted with iodomethane in the presence of potassium carbonate to give the title compound as a colorless solid, MS (ESI+): m/z=410.2 [M+H]+. Reactants: COC(=O)C=1N(C(=NC1)COC)CC1=NOC(=C1)C=1SC(=CC1)Cl (3-[5-(5-Chloro-thiophen-2-yl)-isoxazol-3-ylmethyl]-2-methoxymethyl-3H-imidazole-4-carboxylic acid methyl ester), O.[OH-].[Li+] (lithium hydroxide monohydrate). The solvent is C1CCOC1 (THF), O (water). Conditions: temperature 60 celsius, time 2 hour. Product: ClC1=CC=C(S1)C1=CC(=NO1)CN1C(=NC=C1C(=O)O)COC (3-[5-(5-Chloro-thiophen-2-yl)-isoxazol-3-ylmethyl]-2-methoxymethyl-3H-imidazole-4-carboxylic acid). Reaction SMILES: C[O:2][C:3]([C:5]1[N:6]([CH2:13][C:14]2[CH:18]=[C:17]([C:19]3[S:20][C:21]([Cl:24])=[CH:22][CH:23]=3)[O:16][N:15]=2)[C:7]([CH2:10][O:11][CH3:12])=[N:8][CH:9]=1)=[O:4].O.[OH-].[Li+]>C1COCC1.O>[Cl:24][C:21]1[S:20][C:19]([C:17]2[O:16][N:15]=[C:14]([CH2:13][N:6]3[C:5]([C:3]([OH:4])=[O:2])=[CH:9][N:8]=[C:7]3[CH2:10][O:11][CH3:12])[CH:18]=2)=[CH:23][CH:22]=1 |f:1.2.3|. Procedure details: To a solution of 400 mg 3-[5-(5-Chloro-thiophen-2-yl)-isoxazol-3-ylmethyl]-2-methoxymethyl-3H-imidazole-4-carboxylic acid methyl ester in 5 ml THF and 1 ml water, 10.0 mg lithium hydroxide monohydrate were added. After stirring for 2 h at 60° C. the reaction was cooled to RT and concentrated under reduced pressure. The residue was acidified with half concentrated hydrochloric acid and filtered through a RP-18 cartridge eluting with H2O/MeCN gradient. The fractions containing the product were eva... Reactants: FC1=C(C=CC=C1F)CC(=O)Cl (2,3-Difluorophenylacetyl chloride), BrC=1C=C2C(=NC1)NC=C2 (5-bromo-1H-pyrrolo[2,3-b]pyridine), [Al+3].[Cl-].[Cl-].[Cl-] (AlCl3). The solvent is C(Cl)Cl (CH2Cl2), C(Cl)Cl (CH2Cl2). Reaction conditions: time 1.5 hour. Product: BrC=1C=C2C(=NC1)NC=C2C(CC2=C(C(=CC=C2)F)F)=O (1-(5-Bromo-1H-pyrrolo[2,3-b]pyridin-3-yl)-2-(2,3-difluoro-phenyl)-ethanone). The yield is 98.4%. As a reaction SMILES: [F:1][C:2]1[C:7]([F:8])=[CH:6][CH:5]=[CH:4][C:3]=1[CH2:9][C:10](Cl)=[O:11].[Br:13][C:14]1[CH:15]=[C:16]2[CH:22]=[CH:21][NH:20][C:17]2=[N:18][CH:19]=1.[Al+3].[Cl-].[Cl-].[Cl-]>C(Cl)Cl>[Br:13][C:14]1[CH:15]=[C:16]2[C:22]([C:10](=[O:11])[CH2:9][C:3]3[CH:4]=[CH:5][CH:6]=[C:7]([F:8])[C:2]=3[F:1])=[CH:21][NH:20][C:17]2=[N:18][CH:19]=1 |f:2.3.4.5|. Procedure details: 2,3-Difluorophenylacetyl chloride(58.1 mmol) in CH2Cl2 (150 ml)was added to a suspension of 5-bromo-1H-pyrrolo[2,3-b]pyridine (8.0 g, 40.6 mmol) and AlCl3 (46 g, 345 mmol) in CH2Cl2 (100 ml) at 0° C. After the addition, the cooling bath was removed and the reaction mixture was stirred at room temperature for 1.5 hrs. The reaction was cooled with ice-bath and methanol (100 ml) was added to the reaction mixture while maintaining the temperature below 30° C. The reaction mixture was evaporated and ... Reactants: C=C(C)C, [Na+], C1COCCO1, [OH-], O=S(=O)(O)O, O=C(O)c1cc(O)n(-c2ccccc2)n1. Yields the product CC(C)(C)OC(=O)c1cc(O)n(-c2ccccc2)n1. Reaction SMILES: [CH3:1][C:2]([CH3:3])=[CH2:4].[Na+:26].[O:27]1[CH2:28][CH2:29][O:30][CH2:31][CH2:32]1.[OH-:25].[S:20](=[O:21])(=[O:22])([OH:23])[OH:24].[c:5]1(-[n:11]2[n:12][c:13]([C:17](=[O:18])[OH:19])[cH:14][c:15]2[OH:16])[cH:6][cH:7][cH:8][cH:9][cH:10]1>>[CH3:1][C:2]([CH3:3])([CH3:4])[O:19][C:17]([c:13]1[n:12][n:11](-[c:5]2[cH:6][cH:7][cH:8][cH:9][cH:10]2)[c:15]([OH:16])[cH:14]1)=[O:18].